Dataset: the Open Reaction Database (ORD), a public repository of structured organic reaction records. Task: describe an organic reaction: reactants, conditions, products, and yield Starting materials: C1(C=2C(C(N1C(CC(=O)O)C1=CC(=C(C=C1)OC)OC)=O)=CC=CC2)=O (3-phthalimido-3-(3,4'-dimethoxyphenyl)propionic acid), CCOCC (ether), C(CCCC)N (amylamine), crude product. The solvent is C(C)(=O)OCC (ethyl acetate). Reaction conditions: time 1 hour. The product is C(CCCC)NC(CC(C1=CC(=C(C=C1)OC)OC)N1C(C=2C(C1=O)=CC=CC2)=O)=O (3-phthalimido-3-(3',4'-dimethoxyphenyl)propionic amylamide). Reaction SMILES: [C:1]1(=[O:26])[N:5]([CH:6]([C:11]2[CH:16]=[CH:15][C:14]([O:17][CH3:18])=[C:13]([O:19][CH3:20])[CH:12]=2)[CH2:7][C:8]([OH:10])=O)[C:4](=[O:21])[C:3]2=[CH:22][CH:23]=[CH:24][CH:25]=[C:2]12.[CH2:27]([NH2:32])[CH2:28][CH2:29][CH2:30][CH3:31].CCOCC>C(OCC)(=O)C>[CH2:27]([NH:32][C:8](=[O:10])[CH2:7][CH:6]([N:5]1[C:1](=[O:26])[C:2]2=[CH:25][CH:24]=[CH:23][CH:22]=[C:3]2[C:4]1=[O:21])[C:11]1[CH:16]=[CH:15][C:14]([O:17][CH3:18])=[C:13]([O:19][CH3:20])[CH:12]=1)[CH2:28][CH2:29][CH2:30][CH3:31]. Procedure details: By following the procedure of Example 46 utilizing 3-phthalimido-3-(3,4'-dimethoxyphenyl)propionic acid and amylamine (1.0 equiv) to afford 2.15 g (84%) of crude product. The crude product was dissolved in 150 mL of ethyl acetate and then 50 mL of ether was added and the mixture stirred for 1 hour. The resulting slurry was filtered and the solid dried in vacuo to afford 1.28 g (50%) yield of 3-phthalimido-3-(3',4'-dimethoxyphenyl)propionic amylamide as a white powder: mp 140.5°-142.1° C.; 1H NMR... Reactants: NC(C(=O)O)CS (2-amino-3-mercaptopropanoic acid), C(=O)(C(F)(F)F)O (TFA), C(C(C)C)C1=C(C=C(COC2=CC=3C=C4N(C3C=C2)CCC4CC(=O)OC(C)(C)C)C=C1)C(F)(F)F (tert-butyl 2-(7-(4-isobutyl-3-(trifluoromethyl)benzyloxy)-2,3-dihydro-1H-pyrrolo[1,2-a]indol-1-yl)acetate). Run in O (water). Conditions: time 1 hour. The product is C(C(C)C)C1=C(C=C(COC2=CC=3C=C4N(C3C=C2)CCC4CC(=O)O)C=C1)C(F)(F)F (2-(7-(4-Isobutyl-3-(trifluoromethyl)benzyloxy)-2,3-dihydro-1H-pyrrolo[1,2-a]indol-1-yl)acetic Acid). The yield is 71.6%. As a reaction SMILES: NC(CS)C(O)=O.C(O)(C(F)(F)F)=O.[CH2:15]([C:19]1[CH:46]=[CH:45][C:22]([CH2:23][O:24][C:25]2[CH:33]=[CH:32][C:31]3[N:30]4[CH2:34][CH2:35][CH:36]([CH2:37][C:38]([O:40]C(C)(C)C)=[O:39])[C:29]4=[CH:28][C:27]=3[CH:26]=2)=[CH:21][C:20]=1[C:47]([F:50])([F:49])[F:48])[CH:16]([CH3:18])[CH3:17]>O>[CH2:15]([C:19]1[CH:46]=[CH:45][C:22]([CH2:23][O:24][C:25]2[CH:33]=[CH:32][C:31]3[N:30]4[CH2:34][CH2:35][CH:36]([CH2:37][C:38]([OH:40])=[O:39])[C:29]4=[CH:28][C:27]=3[CH:26]=2)=[CH:21][C:20]=1[C:47]([F:50])([F:48])[F:49])[CH:16]([CH3:18])[CH3:17]. Reported procedure: A solution of 2-amino-3-mercaptopropanoic acid (0.042 g, 0.347 mmol) in TFA (600 μL, 7.79 mmol) was added to neat tert-butyl 2-(7-(4-isobutyl-3-(trifluoromethyl)benzyloxy)-2,3-dihydro-1H-pyrrolo[1,2-a]indol-1-yl)acetate (0.058 g, 0.116 mmol). The reaction mixture was stirred for 1 h at room temperature and then diluted with ice and water causing a tan solid to precipitate. The aqueous mixture was decanted off of the tan solid and the solid was rinsed with water. The solid was dried under vacuum ... Starting materials: C(C)(=O)O (acetic acid), C(C)N1C=NC=C1 (N-ethylimidazole), resultant mixture. The solvent is C(C)OCC (diethyl ether). Yields the product C(C)(=O)[O-].C(C)[N+]1=CNC=C1 (N-ethylimidazolium acetate). RXN SMILES: [C:1]([OH:4])(=[O:3])[CH3:2].[CH2:5]([N:7]1[CH:11]=[CH:10][N:9]=[CH:8]1)[CH3:6]>C(OCC)C>[C:1]([O-:4])(=[O:3])[CH3:2].[CH2:5]([N+:7]1[CH:11]=[CH:10][NH:9][CH:8]=1)[CH3:6] |f:3.4|. Reported procedure: First, 6 ml of 99.7% acetic acid was added to 10 g of N-ethylimidazole, and the resultant mixture was stirred for 12 hours at a temperature kept at 0° C. The resultant reaction product was added dropwise to 1000 ml of diethyl ether under stirring. The diethyl ether was distilled off at room temperature, and the residue was dried under vacuum to precipitate crystals. The precipitated crystals were recovered to obtain 15.9 g of N-ethylimidazolium acetate. The product had a glass transition tempera...